Dataset: the Open Reaction Database (ORD), a public repository of structured organic reaction records. Task: describe an organic reaction: reactants, conditions, products, and yield The reactants are O=C([O-])O, ClC(Cl)Cl, [Na+], O=C(OO)c1cccc(Cl)c1, O=C1Nc2ccccc2Sc2ccccc21. Product: O=C1Nc2ccccc2S(=O)c2ccccc21. Reaction SMILES: [C:28](=[O:29])([OH:30])[O-:31].[CH:33]([Cl:34])([Cl:35])[Cl:36].[Na+:32].[OH:1][O:2][C:3]([c:4]1[cH:5][c:6]([Cl:7])[cH:8][cH:9][cH:10]1)=[O:11].[cH:12]1[cH:13][cH:14][cH:15][c:16]2[c:17]1[C:18](=[O:27])[NH:19][c:20]1[c:21]([cH:23][cH:24][cH:25][cH:26]1)[S:22]2>>[O:1]=[S:22]1[c:16]2[cH:15][cH:14][cH:13][cH:12][c:17]2[C:18](=[O:27])[NH:19][c:20]2[c:21]1[cH:23][cH:24][cH:25][cH:26]2. Starting materials: CC(=O)O[BH-](OC(C)=O)OC(C)=O, O=C([O-])O, CC(=O)O, ClC(Cl)Cl, COc1ccc2ncc(=O)n(CCN3CCC(N)CC3)c2c1, [Na+], [Na+], O=Cc1cnc2c(c1)OCCO2. The product is COc1ccc2ncc(=O)n(CCN3CCC(NCc4cnc5c(c4)OCCO5)CC3)c2c1. RXN SMILES: [C:35]([O:36][BH-:37]([O:38][C:39](=[O:40])[CH3:41])[O:42][C:43](=[O:44])[CH3:45])(=[O:46])[CH3:47].[C:49](=[O:50])([O-:51])[OH:52].[CH3:54][C:55](=[O:56])[OH:57].[CH:58]([Cl:59])([Cl:60])[Cl:61].[NH2:1][CH:2]1[CH2:3][CH2:4][N:5]([CH2:8][CH2:9][n:10]2[c:11](=[O:22])[cH:12][n:13][c:14]3[cH:15][cH:16][c:17]([O:20][CH3:21])[cH:18][c:19]23)[CH2:6][CH2:7]1.[Na+:48].[Na+:53].[O:23]1[CH2:24][CH2:25][O:26][c:27]2[n:28][cH:29][c:30]([CH:33]=[O:34])[cH:31][c:32]21>>[NH:1]([CH:2]1[CH2:3][CH2:4][N:5]([CH2:8][CH2:9][n:10]2[c:11](=[O:22])[cH:12][n:13][c:14]3[cH:15][cH:16][c:17]([O:20][CH3:21])[cH:18][c:19]23)[CH2:6][CH2:7]1)[CH2:33][c:30]1[cH:29][n:28][c:27]2[c:32]([cH:31]1)[O:23][CH2:24][CH2:25][O:26]2.